From a dataset of the Open Reaction Database (ORD), a public repository of structured organic reaction records. describe an organic reaction: reactants, conditions, products, and yield The reactants are C=O (Paraformaldehyde), N1CCOCC1 (morpholine), Cl (hydrochloric acid), O[C@H]1C[C@@H]2CC[C@H]3[C@@H]4CC[C@H](C(C)=O)[C@]4(CC([C@@H]3[C@]2(CC1)C)=O)C (3α-Hydroxy-5α-pregnane-11,20-dione), C(C)(=O)O (acetic acid). Yields the product O[C@H]1C[C@@H]2CC[C@H]3[C@@H]4CC[C@H](C(C(CN5CCOCC5)=C)=O)[C@]4(CC([C@@H]3[C@]2(CC1)C)=O)C (3α-Hydroxy-21-methylene-21-morpholinomethyl-5α-pregnane-11,20-dione). RXN SMILES: [OH:1][C@@H:2]1[CH2:21][CH2:20][C@@:19]2([CH3:22])[C@@H:4]([CH2:5][CH2:6][C@@H:7]3[C@@H:18]2[C:17](=[O:23])[CH2:16][C@@:15]2([CH3:24])[C@H:8]3[CH2:9][CH2:10][C@@H:11]2[C:12](=[O:14])[CH3:13])[CH2:3]1.[CH2:25]=O.[NH:27]1[CH2:32]CO[CH2:29][CH2:28]1.Cl.[C:34]([OH:37])(=O)[CH3:35]>>[OH:1][C@@H:2]1[CH2:21][CH2:20][C@@:19]2([CH3:22])[C@@H:4]([CH2:5][CH2:6][C@@H:7]3[C@@H:18]2[C:17](=[O:23])[CH2:16][C@@:15]2([CH3:24])[C@H:8]3[CH2:9][CH2:10][C@@H:11]2[C:12](=[O:14])[C:13](=[CH2:25])[CH2:32][N:27]2[CH2:35][CH2:34][O:37][CH2:29][CH2:28]2)[CH2:3]1. Procedure details: 3α-Hydroxy-5α-pregnane-11,20-dione (2 g) was dissolved in glacial acetic acid (50 ml). Paraformaldehyde (1.2 g), morpholine (2 ml) and conc. hydrochloric acid (2 ml) were added and the stirred mixture heated between 105°-110° C for 4 hours. The excess acetic acid was removed in vacuo and the red oil obtained partitioned between 0.1 N hydrochloric acid and ethyl acetate. The aqueous layer was basified with saturated sodium bicarbonate solution and the emulsion formed extracted into ethyl acetate.... The reactants are S1C(SC=C1)=C1SC2=C(S1)SC(S2)=C2SC=C(S2)C(=O)O (2-{5-(1,3-Dithiol-2-ylidene)-[1,3]dithiolo[4,5-d][1,3]dithiol-2-ylidene}-1,3-dithiole-4-carboxylic acid), resultant mixture, N (NH3), O1CCOCC1 (1,4-dioxane), C1CCOC1 (THF). The solvent is CCOCC (Et2O). Run at time 14 hour. Product: S1C(SC=C1)=C1SC2=C(S1)SC(S2)=C2SC=C(S2)C(=O)[O-].[NH4+] (Ammonium 2-{5-(1,3-dithiol-2-ylidene)-[1,3]dithiolo[4,5-d][1,3]dithiol-2-ylidene}-1,3-dithiole-4-carboxylate). Isolated yield 92.0%. RXN SMILES: [S:1]1[CH:5]=[CH:4][S:3][C:2]1=[C:6]1[S:10][C:9]2[S:11][C:12](=[C:14]3[S:18][C:17]([C:19]([OH:21])=[O:20])=[CH:16][S:15]3)[S:13][C:8]=2[S:7]1.O1CCOCC1.C1COCC1.[NH3:33]>CCOCC>[S:1]1[CH:5]=[CH:4][S:3][C:2]1=[C:6]1[S:7][C:8]2[S:13][C:12](=[C:14]3[S:18][C:17]([C:19]([O-:21])=[O:20])=[CH:16][S:15]3)[S:11][C:9]=2[S:10]1.[NH4+:33] |f:5.6|. Reported procedure: Finely crushed 1 (140 mg, 0.330 mmol) was suspended in a mixed solvent of 1,4-dioxane (31.5 ml), THF (31.5 ml), and Et2O (7.0 ml), and the resultant mixture was irradiated with ultrasonic waves for 15 seconds. The mixture was further charged with 28% aq. NH3 (2.8 ml), and irradiated with ultrasonic waves for 15 seconds. The mixture was vigorously stirred for 14 hours at room temperature, and then left to stand for 1 hour at 5° C. The reaction mixture was then filtered using a membrane filter (H0...